Dataset: the Open Reaction Database (ORD), a public repository of structured organic reaction records. Task: describe an organic reaction: reactants, conditions, products, and yield Starting materials: Br, O, O=S(=O)(O)O, OCCCCc1ccccc1. The product is BrCCCCc1ccccc1. Reaction SMILES: [BrH:17].[OH2:18].[S:12](=[O:13])(=[O:14])([OH:15])[OH:16].[c:1]1([CH2:7][CH2:8][CH2:9][CH2:10][OH:11])[cH:2][cH:3][cH:4][cH:5][cH:6]1>>[c:1]1([CH2:7][CH2:8][CH2:9][CH2:10][Br:17])[cH:2][cH:3][cH:4][cH:5][cH:6]1. Reactants: C1COCCO1, [N-]=[N+]=NCCCn1cnc2c(OCc3ccc(CNC(=O)C(F)(F)F)cc3)nc(N)nc21, O. Yields the product NCCCn1cnc2c(OCc3ccc(CNC(=O)C(F)(F)F)cc3)nc(N)nc21. Reaction SMILES: [CH2:33]1[O:34][CH2:35][CH2:36][O:37][CH2:38]1.[NH2:1][c:2]1[n:3][c:4]([O:17][CH2:18][c:19]2[cH:20][cH:21][c:22]([CH2:23][NH:24][C:25]([C:26]([F:27])([F:28])[F:29])=[O:30])[cH:31][cH:32]2)[c:5]2[n:6][cH:7][n:8]([CH2:11][CH2:12][CH2:13][N:14]=[N+:15]=[N-:16])[c:9]2[n:10]1.[OH2:39]>>[NH2:1][c:2]1[n:3][c:4]([O:17][CH2:18][c:19]2[cH:20][cH:21][c:22]([CH2:23][NH:24][C:25]([C:26]([F:27])([F:28])[F:29])=[O:30])[cH:31][cH:32]2)[c:5]2[n:6][cH:7][n:8]([CH2:11][CH2:12][CH2:13][NH2:14])[c:9]2[n:10]1. Reactants: CC(COc1ccc(C#N)cc1)NC(=O)C(N)C(C)C, ClCCl, CN1CCOCC1, O=C(Cl)OC1CCCCC1Cl, Cl, O. Yields the product CC(COc1ccc(C#N)cc1)NC(=O)C(NC(=O)OC1CCCCC1Cl)C(C)C. RXN SMILES: [C:20](#[N:21])[c:22]1[cH:23][cH:24][c:25]([O:26][CH2:27][CH:28]([CH3:29])[NH:30][C:31]([CH:32]([NH2:33])[CH:34]([CH3:35])[CH3:36])=[O:37])[cH:38][cH:39]1.[CH2:41]([Cl:42])[Cl:43].[CH3:1][N:2]1[CH2:3][CH2:4][O:5][CH2:6][CH2:7]1.[Cl:8][C:9](=[O:10])[O:11][CH:12]1[CH:13]([Cl:18])[CH2:14][CH2:15][CH2:16][CH2:17]1.[ClH:19].[OH2:40]>>[C:9](=[O:10])([O:11][CH:12]1[CH:13]([Cl:18])[CH2:14][CH2:15][CH2:16][CH2:17]1)[NH:33][CH:32]([C:31]([NH:30][CH:28]([CH2:27][O:26][c:25]1[cH:24][cH:23][c:22]([C:20]#[N:21])[cH:39][cH:38]1)[CH3:29])=[O:37])[CH:34]([CH3:35])[CH3:36]. Reactants: [OH-].[Na+] (sodium hydroxide), C([O-])([O-])=O.[K+].[K+] (potassium carbonate), C(C1=CC=CC=C1)Br (benzyl bromide), C1(=CC=CC=C1)C(CCN1CCN(CC1)C=1C=C(C(=O)NCC(F)(F)F)C=CC1)C1=CC=CC=C1 (3-[4-(3,3-diphenyl-1-propyl)piperazin-1-yl]-N-(2,2,2-trifluoroethyl)benzamide). The reagents and catalysts are S(=O)(=O)(O)[O-].C(CCC)[N+](CCCC)(CCCC)CCCC (tetrabutylammoniumhydrogen sulfate). Solvent: O (Water), C1(=CC=CC=C1)C (toluene). Conditions: temperature 60 celsius, time 3 hour. Yields the product C(C1=CC=CC=C1)N(C(C1=CC(=CC=C1)N1CCN(CC1)CCC(C1=CC=CC=C1)C1=CC=CC=C1)=O)CC(F)(F)F (N-Benzyl-N-(2,2,2-trifluoroethyl)-3-[4-(3,3-diphenyl-1-propyl)piperazin-1-yl]benzamide). The yield is 35.1%. Reaction SMILES: [C:1]1([CH:7]([C:30]2[CH:35]=[CH:34][CH:33]=[CH:32][CH:31]=2)[CH2:8][CH2:9][N:10]2[CH2:15][CH2:14][N:13]([C:16]3[CH:17]=[C:18]([CH:27]=[CH:28][CH:29]=3)[C:19]([NH:21][CH2:22][C:23]([F:26])([F:25])[F:24])=[O:20])[CH2:12][CH2:11]2)[CH:6]=[CH:5][CH:4]=[CH:3][CH:2]=1.[OH-].[Na+].C(=O)([O-])[O-].[K+].[K+].[CH2:44](Br)[C:45]1[CH:50]=[CH:49][CH:48]=[CH:47][CH:46]=1>C1(C)C=CC=CC=1.S([O-])(O)(=O)=O.C([N+](CCCC)(CCCC)CCCC)CCC.O>[CH2:44]([N:21]([CH2:22][C:23]([F:25])([F:26])[F:24])[C:19](=[O:20])[C:18]1[CH:27]=[CH:28][CH:29]=[C:16]([N:13]2[CH2:12][CH2:11][N:10]([CH2:9][CH2:8][CH:7]([C:1]3[CH:2]=[CH:3][CH:4]=[CH:5][CH:6]=3)[C:30]3[CH:35]=[CH:34][CH:33]=[CH:32][CH:31]=3)[CH2:15][CH2:14]2)[CH:17]=1)[C:45]1[CH:50]=[CH:49][CH:48]=[CH:47][CH:46]=1 |f:1.2,3.4.5,8.9|. Reported procedure: The compound (0.048 g) prepared in step (a) was dissolved in toluene (5 ml), and sodium hydroxide (0.014 g), potassium carbonate (0.028 g), tetrabutylammoniumhydrogen sulfate (0.003 g), and benzyl bromide (0.019 g) were added to the solution. The mixture was stirred at 60° C. for 3 hr. Water was added to the reaction solution, and the mixture was extracted with ethyl acetate, followed by washing with saturated brine. The organic layer was dried over anhydrous magnesium sulfate, and the solvent w... The product is C(#N)C=1C=C(C(=O)N[C@H](C)C2=CC=C(C=C2)F)C=C(C1)N(S(=O)(=O)C)C (3-cyano-N-[(1R)-1-(4-fluorophenyl)ethyl]-5-[methyl(methylsulfonyl)amino]benzamide). The reagents and catalysts are [C-]#N.[C-]#N.[Zn+2] (Zn(CN)2), C=1C=CC(=CC1)[P](C=2C=CC=CC2)(C=3C=CC=CC3)[Pd]([P](C=4C=CC=CC4)(C=5C=CC=CC5)C=6C=CC=CC6)([P](C=7C=CC=CC7)(C=8C=CC=CC8)C=9C=CC=CC9)[P](C=1C=CC=CC1)(C=1C=CC=CC1)C=1C=CC=CC1 (Pd(PPh3)4). Procedure details: To a solution of 3-bromo-N-[(1R)-1-(4-fluorophenyl)ethyl]-5-[methyl(methylsulfonyl)amino]benzamide (Intermediate X) (0.033 g, 0.077 mmol) in 0.80 mL degassed DMF (degassed by bubbling a stream of argon through solvent for 5 min) was added Zn(CN)2 (0.011 g, 0.092 mmol) and Pd(PPh3)4 (0.009 g, 0.008 mmol). The reaction vessel was purged thoroughly with argon, then sealed and microwaved at 180° C. for 30 min. The reaction was diluted with EtOAc, and the organics were washed with 3M aqueous LiCl. Th... Reaction SMILES: Br[C:2]1[CH:3]=[C:4]([CH:17]=[C:18]([N:20]([CH3:25])[S:21]([CH3:24])(=[O:23])=[O:22])[CH:19]=1)[C:5]([NH:7][C@@H:8]([C:10]1[CH:15]=[CH:14][C:13]([F:16])=[CH:12][CH:11]=1)[CH3:9])=[O:6].[CH3:26][N:27](C=O)C>[C-]#N.[C-]#N.[Zn+2].C1C=CC([P]([Pd]([P](C2C=CC=CC=2)(C2C=CC=CC=2)C2C=CC=CC=2)([P](C2C=CC=CC=2)(C2C=CC=CC=2)C2C=CC=CC=2)[P](C2C=CC=CC=2)(C2C=CC=CC=2)C2C=CC=CC=2)(C2C=CC=CC=2)C2C=CC=CC=2)=CC=1>[C:26]([C:2]1[CH:3]=[C:4]([CH:17]=[C:18]([N:20]([CH3:25])[S:21]([CH3:24])(=[O:23])=[O:22])[CH:19]=1)[C:5]([NH:7][C@@H:8]([C:10]1[CH:15]=[CH:14][C:13]([F:16])=[CH:12][CH:11]=1)[CH3:9])=[O:6])#[N:27] |f:2.3.4,^1:39,41,60,79|. Starting materials: BrC=1C=C(C(=O)N[C@H](C)C2=CC=C(C=C2)F)C=C(C1)N(S(=O)(=O)C)C (3-bromo-N-[(1R)-1-(4-fluorophenyl)ethyl]-5-[methyl(methylsulfonyl)amino]benzamide), BrC=1C=C(C(=O)N[C@H](C)C2=CC=C(C=C2)F)C=C(C1)N(S(=O)(=O)C)C (3-bromo-N-[(1R)-1-(4-fluorophenyl)ethyl]-5-[methyl(methylsulfonyl)amino]benzamide), CN(C)C=O (DMF). The reactants are COc1cc([N+](=O)[O-])ccc1Cl, CN(C)C=O, O, O=C(CO)N1CCCC1. Product: COc1cc([N+](=O)[O-])ccc1OCC(=O)N1CCCC1. Reaction SMILES: [Cl:15][c:16]1[c:17]([O:25][CH3:26])[cH:18][c:19]([N+:22](=[O:23])[O-:24])[cH:20][cH:21]1.[O:1]=[CH:2][N:3]([CH3:4])[CH3:5].[OH2:27].[OH:6][CH2:7][C:8](=[O:9])[N:10]1[CH2:11][CH2:12][CH2:13][CH2:14]1>>[O:6]([CH2:7][C:8](=[O:9])[N:10]1[CH2:11][CH2:12][CH2:13][CH2:14]1)[c:16]1[c:17]([O:25][CH3:26])[cH:18][c:19]([N+:22](=[O:23])[O-:24])[cH:20][cH:21]1. Reactants: C(C)OC1=NC=CC=C1C=1C=CC(=C(C1)C1=NC2=C(N1)C=C(C(=C2)C(=O)O)F)O (2-[5-(2-ethoxypyridin-3-yl)-2-hydroxyphenyl]-6-fluoro-1H-benzimidazole-5-carboxylic acid), FC=1C(=CC2=C(NC(=N2)C2=C(C=CC(=C2)C=2C(=NC=CC2)OC)O)C1)C(=O)NCCC=1N=CNC1 (6-fluoro-N-[2-(1H-imidazol-4-yl)ethyl]-2-[2-hydroxy-5-(2-methoxypyridin-3-yl)phenyl]1H-benzimidazole-5-carboxamide). Product: C(C)OC1=NC=CC=C1C=1C=CC(=C(C1)C1=NC2=C(N1)C=C(C(=C2)C(=O)NCCC2=CN=CN2)F)O (2-[5-(2-Ethoxypyridin-3-yl)-2-hydroxyphenyl]-6-fluoro-N-[2-(1H-imidazol-5-yl)ethyl]-1H-benzimidazole-5-carboxamide). As a reaction SMILES: [CH2:1]([O:3][C:4]1[C:9]([C:10]2[CH:11]=[CH:12][C:13]([OH:29])=[C:14]([C:16]3[NH:20][C:19]4[CH:21]=[C:22]([F:28])[C:23]([C:25](O)=[O:26])=[CH:24][C:18]=4[N:17]=3)[CH:15]=2)=[CH:8][CH:7]=[CH:6][N:5]=1)[CH3:2].FC1C(C([NH:57][CH2:58][CH2:59][C:60]2[N:61]=[CH:62][NH:63][CH:64]=2)=O)=CC2N=C(C3C=C(C4C(OC)=NC=CC=4)C=CC=3O)NC=2C=1>>[CH2:1]([O:3][C:4]1[C:9]([C:10]2[CH:11]=[CH:12][C:13]([OH:29])=[C:14]([C:16]3[NH:20][C:19]4[CH:21]=[C:22]([F:28])[C:23]([C:25]([NH:57][CH2:58][CH2:59][C:60]5[NH:61][CH:62]=[N:63][CH:64]=5)=[O:26])=[CH:24][C:18]=4[N:17]=3)[CH:15]=2)=[CH:8][CH:7]=[CH:6][N:5]=1)[CH3:2]. Procedure: was synthesized using aldehyde 9b in a similar manner as the methoxy derivative 10a in 16% overall yield. 1H NMR (MeOD) δ 8.45-8.16-8.06 (m, 2H), 7.96 (d, J=6.36 Hz, 1H), 7.91 (s, 1H), 7.76 (dd, J=7.32 Hz, 1.83 Hz 1H), 7.66-7.59 (m, 2H), 7.39 (d, J=11.31 Hz, 1H), 7.09-7.01 (m, 2H), 6.93 (br s, 1H), 4.45-4.36 (m, 2H), 3.68 (t, J=6.96 Hz, 2H), 2.93 (t, J=6.96 Hz, 2H) 2.93 (t, J=7.02 Hz, 3H). ES-MS MH+ 487.5. Procedure details: Using 2-amino-4-methoxy-benzothiazole-7-carboxylic acid methyll ester and 4-fluoro-benzoyl chloride the title compound was obtained as a white solid (91% yield), MS: m/e=361.1 (M+H+). Reaction SMILES: [NH2:1][C:2]1[S:3][C:4]2[C:10]([C:11]([OH:13])=[O:12])=[CH:9][CH:8]=[C:7]([O:14][CH3:15])[C:5]=2[N:6]=1.[F:16][C:17]1[CH:25]=[CH:24][C:20]([C:21](Cl)=[O:22])=[CH:19][CH:18]=1>>[F:16][C:17]1[CH:25]=[CH:24][C:20]([C:21]([NH:1][C:2]2[S:3][C:4]3[C:10]([C:11]([OH:13])=[O:12])=[CH:9][CH:8]=[C:7]([O:14][CH3:15])[C:5]=3[N:6]=2)=[O:22])=[CH:19][CH:18]=1. Starting materials: NC=1SC2=C(N1)C(=CC=C2C(=O)O)OC (2-amino-4-methoxy-benzothiazole-7-carboxylic acid), ester, FC1=CC=C(C(=O)Cl)C=C1 (4-fluoro-benzoyl chloride). Yields the product FC1=CC=C(C(=O)NC=2SC3=C(N2)C(=CC=C3C(=O)O)OC)C=C1 (2-(4-Fluoro-benzoylamino)-4-methoxy-benzothiazole-7-carboxylic acid). Starting materials: NC1=CC2=C(N(C(=N2)CCC2=CC=C(C=C2)C#N)C)C=C1 (5-Amino-2-[2-(4-cyanophenyl)-ethyl]-1-methyl-benzimidazole), C1(=CC=CC2=CC=CC=C12)C=O (naphthaline-1-carbaldehyde). Product: C(#N)C1=CC=C(C=C1)CCC1=NC2=C(N1C)C=CC(=C2)CC2=CC=CC1=CC=CC=C21 (2-[2-(4-Cyanophenyl)-ethyl]-1-methyl-5-(α-naphthylmethyl)-benzimidazole). As a reaction SMILES: N[C:2]1[CH:21]=[CH:20][C:5]2[N:6]([CH3:19])[C:7]([CH2:9][CH2:10][C:11]3[CH:16]=[CH:15][C:14]([C:17]#[N:18])=[CH:13][CH:12]=3)=[N:8][C:4]=2[CH:3]=1.[C:22]1([CH:32]=O)[C:31]2[C:26](=[CH:27][CH:28]=[CH:29][CH:30]=2)[CH:25]=[CH:24][CH:23]=1>>[C:17]([C:14]1[CH:15]=[CH:16][C:11]([CH2:10][CH2:9][C:7]2[N:6]([CH3:19])[C:5]3[CH:20]=[CH:21][C:2]([CH2:32][C:22]4[C:31]5[C:26](=[CH:27][CH:28]=[CH:29][CH:30]=5)[CH:25]=[CH:24][CH:23]=4)=[CH:3][C:4]=3[N:8]=2)=[CH:12][CH:13]=1)#[N:18]. Procedure: 5-Amino-2-[2-(4-cyanophenyl)-ethyl]-1-methyl-benzimidazole (35.5 g, 129.0 mmol) (obtainable according to Example 1, Step c) and 18.2 ml of naphthaline-1-carbaldehyde are reacted by reductive amination according to Example 5, Step a. Reactants: C(C1=CC=CC=C1)OC1=CC2=C(CCCCC2=O)C=C1OC (3-benzyloxy-2-methoxy-6,7,8,9-tetrahydro-5H-benzocyclohepten-5-one), C[O-].[Na+] (sodium methoxide), C(OC)(OC)=O (dimethyl carbonate). The solvent is ice water. The product is COC(=O)C1C(C2=C(CCC1)C=C(C(=C2)OCC2=CC=CC=C2)OC)=O (3-benzyloxy-2-methoxy-5-oxo-6,7,8,9-tetrahydro-5H-benzocycloheptene-6-carboxylic acid methyl ester). Reaction SMILES: [CH2:1]([O:8][C:9]1[C:20]([O:21][CH3:22])=[CH:19][C:12]2[CH2:13][CH2:14][CH2:15][CH2:16][C:17](=[O:18])[C:11]=2[CH:10]=1)[C:2]1[CH:7]=[CH:6][CH:5]=[CH:4][CH:3]=1.C[O-].[Na+].[C:26](=O)([O:29]C)[O:27][CH3:28]>>[CH3:28][O:27][C:26]([CH:16]1[CH2:15][CH2:14][CH2:13][C:12]2[CH:19]=[C:20]([O:21][CH3:22])[C:9]([O:8][CH2:1][C:2]3[CH:3]=[CH:4][CH:5]=[CH:6][CH:7]=3)=[CH:10][C:11]=2[C:17]1=[O:18])=[O:29] |f:1.2|. Procedure details: A mixture of 3-benzyloxy-2-methoxy-6,7,8,9-tetrahydro-5H-benzocyclohepten-5-one (3.2 g), sodium methoxide (2.8 g) and dimethyl carbonate (100 ml) is heated for four hours under reflux in a stream of nitrogen. The reaction mixture is poured into ice-water containing concentrated hydrochloric acid (10 ml), and extracted with ethyl acetate. The organic layer is washed with water, dried and concentrated under reduced pressure to afford 3-benzyloxy-2-methoxy-5-oxo-6,7,8,9-tetrahydro-5H-benzocyclohept...